Task: describe an organic reaction: reactants, conditions, products, and yield. Dataset: the Open Reaction Database (ORD), a public repository of structured organic reaction records Isolated yield 97.5%. Reported procedure: 25 g of the latter hydrobromide were dissolved in 250 ml of hot water and the solution was cooled to 0° C. and made alkaline with 40 ml of 2 N sodium hydroxide. The mixture was extracted 3 times with 100 ml of ethyl acetate and the organic extracts were washed with water until the wash water had a pH of 7 to 8. The extracts were dried over sodium sulfate, were filtered and evaporated to dryness under reduced pressure to obtain 19 g of N-phenethyl-3,4-dimethoxyphenethylamine. RXN SMILES: Br.[CH2:2]([NH:10][CH2:11][CH2:12][C:13]1[CH:18]=[CH:17][C:16]([O:19][CH3:20])=[C:15]([O:21][CH3:22])[CH:14]=1)[CH2:3][C:4]1[CH:9]=[CH:8][CH:7]=[CH:6][CH:5]=1.[OH-].[Na+]>O>[CH2:2]([NH:10][CH2:11][CH2:12][C:13]1[CH:18]=[CH:17][C:16]([O:19][CH3:20])=[C:15]([O:21][CH3:22])[CH:14]=1)[CH2:3][C:4]1[CH:5]=[CH:6][CH:7]=[CH:8][CH:9]=1 |f:0.1,2.3|. Reaction conditions: temperature 0 celsius. Reactants: Br.C(CC1=CC=CC=C1)NCCC1=CC(=C(C=C1)OC)OC (N-phenethyl-3,4-dimethoxyphenethylamine hydrobromide), [OH-].[Na+] (sodium hydroxide). Product: C(CC1=CC=CC=C1)NCCC1=CC(=C(C=C1)OC)OC (N-phenethyl-3,4-dimethoxyphenethylamine). Run in O (water).